This data is from the Open Reaction Database (ORD), a public repository of structured organic reaction records. The task is: describe an organic reaction: reactants, conditions, products, and yield The reactants are CO, CNc1nc(OC(C)C)ccc1[N+](=O)[O-]. Product: CNc1nc(OC(C)C)ccc1N. Reaction SMILES: [CH3:16][OH:17].[CH:1]([CH3:2])([CH3:3])[O:4][c:5]1[cH:6][cH:7][c:8]([N+:13]([O-:14])=[O:15])[c:9]([NH:11][CH3:12])[n:10]1>>[CH:1]([CH3:2])([CH3:3])[O:4][c:5]1[cH:6][cH:7][c:8]([NH2:13])[c:9]([NH:11][CH3:12])[n:10]1. Starting materials: [BH4-], COc1cc(C=O)cc(OC)c1OCc1nc(-c2ccccc2)oc1C, [Na+], C1CCOC1, O. Yields the product COc1cc(CO)cc(OC)c1OCc1nc(-c2ccccc2)oc1C. As a reaction SMILES: [BH4-:1].[CH3:3][O:4][c:5]1[cH:6][c:7]([CH:8]=[O:9])[cH:10][c:11]([O:27][CH3:28])[c:12]1[O:13][CH2:14][c:15]1[n:16][c:17](-[c:21]2[cH:22][cH:23][cH:24][cH:25][cH:26]2)[o:18][c:19]1[CH3:20].[Na+:2].[O:30]1[CH2:31][CH2:32][CH2:33][CH2:34]1.[OH2:29]>>[CH3:3][O:4][c:5]1[cH:6][c:7]([CH2:8][OH:9])[cH:10][c:11]([O:27][CH3:28])[c:12]1[O:13][CH2:14][c:15]1[n:16][c:17](-[c:21]2[cH:22][cH:23][cH:24][cH:25][cH:26]2)[o:18][c:19]1[CH3:20]. Procedure: The title compound was prepared in an analogous manner as 5-(4-Fluoro-phenyl)-6-{4-[4-(4-fluoro-3-trifluoromethyl-phenyl)-1-methyl-1H-imidazol-2-yl]-piperidin-1-yl}-pyrimidin-4-ylamine using 3-cyanophenylboronic acid instead of 4-fluorophenylboronic acid. LC-MS: (M+1=522, obsd.=522). The product is NC1=NC=NC(=C1C=1C=C(C#N)C=CC1)N1CCC(CC1)C=1N(C=C(N1)C1=CC(=C(C=C1)F)C(F)(F)F)C (3-(4-Amino-6-{4-[4-(4-fluoro-3-trifluoromethyl-phenyl)-1-methyl-1H-imidazol-2-yl]-piperidin-1-yl}-pyrimidin-5-yl)-benzonitrile). Starting materials: FC1=CC=C(C=C1)C=1C(=NC=NC1N1CCC(CC1)C=1N(C=C(N1)C1=CC(=C(C=C1)F)C(F)(F)F)C)N (5-(4-Fluoro-phenyl)-6-{4-[4-(4-fluoro-3-trifluoromethyl-phenyl)-1-methyl-1H-imidazol-2-yl]-piperidin-1-yl}-pyrimidin-4-ylamine), C(#N)C=1C=C(C=CC1)B(O)O (3-cyanophenylboronic acid). As a reaction SMILES: F[C:2]1[CH:7]=[CH:6][C:5]([C:8]2[C:9]([NH2:37])=[N:10][CH:11]=[N:12][C:13]=2[N:14]2[CH2:19][CH2:18][CH:17]([C:20]3[N:21]([CH3:36])[CH:22]=[C:23]([C:25]4[CH:30]=[CH:29][C:28]([F:31])=[C:27]([C:32]([F:35])([F:34])[F:33])[CH:26]=4)[N:24]=3)[CH2:16][CH2:15]2)=[CH:4][CH:3]=1.[C:38](C1C=C(B(O)O)C=CC=1)#[N:39]>>[NH2:37][C:9]1[C:8]([C:5]2[CH:6]=[C:7]([CH:2]=[CH:3][CH:4]=2)[C:38]#[N:39])=[C:13]([N:14]2[CH2:19][CH2:18][CH:17]([C:20]3[N:21]([CH3:36])[CH:22]=[C:23]([C:25]4[CH:30]=[CH:29][C:28]([F:31])=[C:27]([C:32]([F:33])([F:35])[F:34])[CH:26]=4)[N:24]=3)[CH2:16][CH2:15]2)[N:12]=[CH:11][N:10]=1. Starting materials: C(C)(=O)O[BH-](OC(C)=O)OC(C)=O.[Na+] (sodium tri-acetoxyborohydride), CC1=C(C=CC(=C1)C(=O)N1C2=C(NC=3N(N=CC3C1)C)C=CC=C2)CCC(=O)N2CCC(CC2)=O (1-{3-[2-methyl-4-(3-methyl-4,10-dihydro-3H-2,3,4,9-tetraaza-benzo[f]azulene-9-carbonyl)-phenyl]-propionyl}-piperidin-4-one), N1(CCOCC1)CCN (2-morpholin-4-yl-ethylamine). Run in CN(C)C=O (DMF), ClCCCl (1,2-dichloroethane), ClCCCl (1,2-dichloroethane). Run at temperature 50 celsius, time 2 day. The product is CC1=C(C=CC(=C1)C(=O)N1C2=C(NC=3N(N=CC3C1)C)C=CC=C2)CCC(=O)N2CCC(CC2)NCCN2CCOCC2 (3-[2-Methyl-4-(3-methyl-4,10-dihydro-3H-2,3,4,9-tetraaza-benzo[f]azulene-9-carbonyl)-phenyl]-1-[4-(2-morpholin-4-yl-ethylamino)-piperidin-1-yl]-propan-1-one). RXN SMILES: [CH3:1][C:2]1[CH:7]=[C:6]([C:8]([N:10]2[CH2:19][C:18]3[CH:17]=[N:16][N:15]([CH3:20])[C:14]=3[NH:13][C:12]3[CH:21]=[CH:22][CH:23]=[CH:24][C:11]2=3)=[O:9])[CH:5]=[CH:4][C:3]=1[CH2:25][CH2:26][C:27]([N:29]1[CH2:34][CH2:33][C:32](=O)[CH2:31][CH2:30]1)=[O:28].[N:36]1([CH2:42][CH2:43][NH2:44])[CH2:41][CH2:40][O:39][CH2:38][CH2:37]1.C(O[BH-](OC(=O)C)OC(=O)C)(=O)C.[Na+]>ClCCCl.CN(C=O)C>[CH3:1][C:2]1[CH:7]=[C:6]([C:8]([N:10]2[CH2:19][C:18]3[CH:17]=[N:16][N:15]([CH3:20])[C:14]=3[NH:13][C:12]3[CH:21]=[CH:22][CH:23]=[CH:24][C:11]2=3)=[O:9])[CH:5]=[CH:4][C:3]=1[CH2:25][CH2:26][C:27]([N:29]1[CH2:34][CH2:33][CH:32]([NH:44][CH2:43][CH2:42][N:36]2[CH2:41][CH2:40][O:39][CH2:38][CH2:37]2)[CH2:31][CH2:30]1)=[O:28] |f:2.3|. Procedure: A solution of 1-{3-[2-methyl-4-(3-methyl-4,10-dihydro-3H-2,3,4,9-tetraaza-benzo[f]azulene-9-carbonyl)-phenyl]-propionyl}-piperidin-4-one (Compound number 701) (2.36 mg, 0.005 mmol) in 1,2-dichloroethane (0.05 ml) was added to a solution of 2-morpholin-4-yl-ethylamine (0.65 mg, 0.005 mmol) in 1,2-dichloroethane (0.05 ml) and the mixture was heated at 50° C. for 3 h then stirred at room temperature for 2 days. A solution of sodium tri-acetoxyborohydride (1.59 mg, 0.0075 mmol) in DMF (0.05 ml) was ... The reactants are C1(=CC=CC=C1)C=1C=CC(=NC1)C(C)=NOCCO (2-[1-(5-phenyl-2-pyridyl)ethylideneaminooxy]ethanol), N(=NC(=O)OCC)C(=O)OCC (diethyl azodicarboxylate), OC1=CC=C(CC2C(N(C(S2)=O)C(C2=CC=CC=C2)(C2=CC=CC=C2)C2=CC=CC=C2)=O)C=C1 (5-(4-hydroxybenzyl)-3-tritylthiazolidine-2,4-dione), C1(=CC=CC=C1)P(C1=CC=CC=C1)C1=CC=CC=C1 (triphenylphosphine). As a reaction SMILES: [C:1]1([C:7]2[CH:8]=[CH:9][C:10]([C:13](=[N:15][O:16][CH2:17][CH2:18][OH:19])[CH3:14])=[N:11][CH:12]=2)[CH:6]=[CH:5][CH:4]=[CH:3][CH:2]=1.O[C:21]1[CH:53]=[CH:52][C:24]([CH2:25][CH:26]2[S:30][C:29](=[O:31])[N:28]([C:32]([C:45]3[CH:50]=[CH:49][CH:48]=[CH:47][CH:46]=3)([C:39]3[CH:44]=[CH:43][CH:42]=[CH:41][CH:40]=3)[C:33]3[CH:38]=[CH:37][CH:36]=[CH:35][CH:34]=3)[C:27]2=[O:51])=[CH:23][CH:22]=1.C1(P(C2C=CC=CC=2)C2C=CC=CC=2)C=CC=CC=1.N(C(OCC)=O)=NC(OCC)=O>>[C:1]1([C:7]2[CH:8]=[CH:9][C:10]([C:13](=[N:15][O:16][CH2:17][CH2:18][O:19][C:21]3[CH:53]=[CH:52][C:24]([CH2:25][CH:26]4[S:30][C:29](=[O:31])[N:28]([C:32]([C:45]5[CH:50]=[CH:49][CH:48]=[CH:47][CH:46]=5)([C:39]5[CH:40]=[CH:41][CH:42]=[CH:43][CH:44]=5)[C:33]5[CH:38]=[CH:37][CH:36]=[CH:35][CH:34]=5)[C:27]4=[O:51])=[CH:23][CH:22]=3)[CH3:14])=[N:11][CH:12]=2)[CH:2]=[CH:3][CH:4]=[CH:5][CH:6]=1. Isolated yield 99.4%. The product is C1(=CC=CC=C1)C=1C=CC(=NC1)C(C)=NOCCOC1=CC=C(CC2C(N(C(S2)=O)C(C2=CC=CC=C2)(C2=CC=CC=C2)C2=CC=CC=C2)=O)C=C1 (5-(4-{2-[1-(5-Phenyl-2-pyridyl)ethylideneaminooxy]ethoxy}benzyl)-3-tritylthiazolidine-2,4-dione). Procedure details: Following a procedure similar to that described in Example 1(a), but using 513 mg of 2-[1-(5-phenyl-2-pyridyl)ethylideneaminooxy]ethanol (prepared as described in Preparation 39), 1.02 g of 5-(4-hydroxybenzyl)-3-tritylthiazolidine-2,4-dione, 577 mg of triphenylphosphine and 383 mg of diethyl azodicarboxylate, 1.40 g of the title compound were obtained as a foam-like solid. Starting materials: ON=CC1=CNC2=CC=C(C=C12)OCC(=O)OCC (ethyl 2-((3-((hydroxyimino)methyl)-1H-indol-5-yl)oxy)acetate), C([O-])([O-])=O.[Cs+].[Cs+] (cesium carbonate), FC(C1=CC=C(CBr)C=C1)(F)F (4-trifluoromethyl benzylbromide). Run in CN(C)C=O (DMF). Conditions: temperature 25 celsius, time 2 hour. The product is FC(C1=CC=C(CN2C=C(C3=CC(=CC=C23)OCC(=O)OCC)C=NOCC2=CC=C(C=C2)C(F)(F)F)C=C1)(F)F (ethyl 2-((1-(4-(trifluoromethyl)benzyl)-3-((((4-(trifluoromethyl)benzyl)oxy)imino)methyl)-1H-indol-5-yl)oxy)acetate). Yield: 56.0%. RXN SMILES: [OH:1][N:2]=[CH:3][C:4]1[C:12]2[C:7](=[CH:8][CH:9]=[C:10]([O:13][CH2:14][C:15]([O:17][CH2:18][CH3:19])=[O:16])[CH:11]=2)[NH:6][CH:5]=1.C(=O)([O-])[O-].[Cs+].[Cs+].[F:26][C:27]([F:37])([F:36])[C:28]1[CH:35]=[CH:34][C:31]([CH2:32]Br)=[CH:30][CH:29]=1>CN(C=O)C>[F:26][C:27]([F:37])([F:36])[C:28]1[CH:35]=[CH:34][C:31]([CH2:32][N:6]2[C:7]3[C:12](=[CH:11][C:10]([O:13][CH2:14][C:15]([O:17][CH2:18][CH3:19])=[O:16])=[CH:9][CH:8]=3)[C:4]([CH:3]=[N:2][O:1][CH2:32][C:31]3[CH:30]=[CH:29][C:28]([C:27]([F:26])([F:36])[F:37])=[CH:35][CH:34]=3)=[CH:5]2)=[CH:30][CH:29]=1 |f:1.2.3|. Procedure: To a solution of the product of step 3 (280 mg, 1.068 mmoles) in DMF (2 ml), cesium carbonate (1.0 gm, 3.2 mmoles), 4-trifluoromethyl benzylbromide (510 mg, 2.13 mmoles were added and the reaction mixture was stirred at 25° C. for 2 hours. The reaction mixture was poured into ice cold water and extracted with ethyl acetate. The combined ethyl acetate extract was washed with water & brine, dried over sodium sulphate and evaporated under reduced pressure, The crude product was purified by column c... Reactants: O (water), COC(C(C)(C)O)=O (methyl-2-hydroxyisobutyrate), N1=C(C=CC=C1C)C (2,6-lutidine), O(S(=O)(=O)C(F)(F)F)[Si](C)(C)C(C)(C)C (TBDMS triflate). Solvent: C(Cl)Cl (CH2Cl2). Product: [Si](C)(C)(C(C)(C)C)OC(C(=O)OC)(C)C (Methyl 2-t-butyldimethylsilyloxyisobutyrate). Isolated yield 78.5%. As a reaction SMILES: [CH3:1][O:2][C:3](=[O:8])[C:4]([OH:7])([CH3:6])[CH3:5].O([Si:17]([C:20]([CH3:23])([CH3:22])[CH3:21])([CH3:19])[CH3:18])S(C(F)(F)F)(=O)=O.N1C(C)=CC=CC=1C.O>C(Cl)Cl>[Si:17]([O:7][C:4]([CH3:6])([CH3:5])[C:3]([O:2][CH3:1])=[O:8])([C:20]([CH3:23])([CH3:22])[CH3:21])([CH3:19])[CH3:18]. Procedure: To a stirred, chilled (0° C.) solution of methyl-2-hydroxyisobutyrate (20.0 g) in dry CH2Cl2 was added TBDMS triflate (45 g) dropwise, followed by anhydrous 2,6-lutidine (19.3 g). The mixture was stirred at 0° C. for 1 hour before 150 ml water was added. Stirring was continued for a further hour, the organic layer separated, dried (Na2SO4), and concentrated to dryness at reduced pressure. The crude product was purified by dry flash silica gel chromatography eluting with CH2Cl2 to yield the title...